Dataset: the Open Reaction Database (ORD), a public repository of structured organic reaction records. Task: describe an organic reaction: reactants, conditions, products, and yield The reactants are C(C)(C)(C)OC(NC1(CCC1)C1=CC=C(C=C1)C1=NC=2CCC3=C(C2C=C1C1=CC=CC=C1)N=C(N3O)C)=O (tert-butyl(1-(4-(3-hydroxy-2-methyl-8-phenyl-4,5-dihydro-3H-imidazo[4,5-f]quinolin-7-yl)phenyl)cyclobutyl)carbamate). Run in C(=O)(C(F)(F)F)O (TFA). Conditions: time 30 second. Yields the product NC1(CCC1)C1=CC=C(C=C1)C1=NC=2CCC3=C(C2C=C1C1=CC=CC=C1)N=C(N3O)C (7-(4-(1-aminocyclobutyl)phenyl)-2-methyl-8-phenyl-4,5-dihydro-3H-imidazo[4,5-f]quinolin-3-ol). Yield: 124.6%. As a reaction SMILES: C(OC(=O)[NH:7][C:8]1([C:12]2[CH:17]=[CH:16][C:15]([C:18]3[C:27]([C:28]4[CH:33]=[CH:32][CH:31]=[CH:30][CH:29]=4)=[CH:26][C:25]4[C:24]5[N:34]=[C:35]([CH3:38])[N:36]([OH:37])[C:23]=5[CH2:22][CH2:21][C:20]=4[N:19]=3)=[CH:14][CH:13]=2)[CH2:11][CH2:10][CH2:9]1)(C)(C)C>C(O)(C(F)(F)F)=O>[NH2:7][C:8]1([C:12]2[CH:13]=[CH:14][C:15]([C:18]3[C:27]([C:28]4[CH:29]=[CH:30][CH:31]=[CH:32][CH:33]=4)=[CH:26][C:25]4[C:24]5[N:34]=[C:35]([CH3:38])[N:36]([OH:37])[C:23]=5[CH2:22][CH2:21][C:20]=4[N:19]=3)=[CH:16][CH:17]=2)[CH2:11][CH2:10][CH2:9]1. Reported procedure: tert-butyl(1-(4-(3-hydroxy-2-methyl-8-phenyl-4,5-dihydro-3H-imidazo[4,5-f]quinolin-7-yl)phenyl)cyclobutyl)carbamate (10 mg, 0.019 mmol) was dissolved in TFA (1 mL) and stirred for 30 seconds. The solution was immediately concentrated to dryness under reduced pressure. The residue was dissolved in diethyl ether (˜2 mL) and concentrated to dryness under reduced pressure three times. The residue was then slurried in diethyl ether (2 mL) and after settling the supernatant solvent removed by pipette.... Starting materials: Cc1cccc(-c2ccccc2)c1[N+](=O)[O-], CCO, [Cl-], Cl, [Na+], [OH-]. Product: Cc1cccc(-c2ccccc2)c1N. RXN SMILES: [CH3:1][c:2]1[c:3]([N+:14]([O-:15])=[O:16])[c:4](-[c:8]2[cH:9][cH:10][cH:11][cH:12][cH:13]2)[cH:5][cH:6][cH:7]1.[CH3:21][CH2:22][OH:23].[Cl-:17].[ClH:18].[Na+:20].[OH-:19]>>[CH3:1][c:2]1[c:3]([NH2:14])[c:4](-[c:8]2[cH:9][cH:10][cH:11][cH:12][cH:13]2)[cH:5][cH:6][cH:7]1. Reactants: ClCCl, C1CCOC1, OCc1ccc2[nH]ccc2c1. Yields the product O=Cc1ccc2[nH]ccc2c1. RXN SMILES: [Cl:17][CH2:18][Cl:19].[O:12]1[CH2:13][CH2:14][CH2:15][CH2:16]1.[nH:1]1[cH:2][cH:3][c:4]2[cH:5][c:6]([CH2:10][OH:11])[cH:7][cH:8][c:9]12>>[nH:1]1[cH:2][cH:3][c:4]2[cH:5][c:6]([CH:10]=[O:11])[cH:7][cH:8][c:9]12. Reactants: O=C1CCC(=O)N1Br, CC(C)(C)OC(=O)N1CCC(c2nc(Br)c(Cl)cc2N)CC1, O=C([O-])[O-], COCCOC, CCOC(C)=O, OB(O)C1CC1, [K+], [K+], O, c1ccc(P(c2ccccc2)(c2ccccc2)[Pd](P(c2ccccc2)(c2ccccc2)c2ccccc2)(P(c2ccccc2)(c2ccccc2)c2ccccc2)P(c2ccccc2)(c2ccccc2)c2ccccc2)cc1. Product: CC(C)(C)OC(=O)N1CCC(c2nc(C3CC3)c(Cl)cc2N)CC1. Reaction SMILES: [Br:23][N:24]1[C:26](=[O:30])[CH2:27][CH2:28][C:29]1=[O:25].[C:1]([CH3:2])([CH3:3])([CH3:4])[O:5][C:6](=[O:7])[N:8]1[CH2:9][CH2:10][CH:11]([c:14]2[n:15][c:16]([Br:22])[c:17]([Cl:21])[cH:18][c:19]2[NH2:20])[CH2:12][CH2:13]1.[C:37](=[O:38])([O-:39])[O-:40].[CH3:43][O:44][CH2:45][CH2:46][O:47][CH3:48].[CH3:50][CH2:51][O:52][C:53](=[O:54])[CH3:55].[CH:31]1([B:32]([OH:33])[OH:34])[CH2:35][CH2:36]1.[K+:41].[K+:42].[OH2:49].[cH:56]1[cH:57][cH:58][c:59]([P:60]([Pd:61]([P:62]([c:63]2[cH:64][cH:65][cH:66][cH:67][cH:68]2)([c:69]2[cH:70][cH:71][cH:72][cH:73][cH:74]2)[c:75]2[cH:76][cH:77][cH:78][cH:79][cH:80]2)([P:81]([c:82]2[cH:83][cH:84][cH:85][cH:86][cH:87]2)([c:88]2[cH:89][cH:90][cH:91][cH:92][cH:93]2)[c:94]2[cH:95][cH:96][cH:97][cH:98][cH:99]2)[P:100]([c:101]2[cH:102][cH:103][cH:104][cH:105][cH:106]2)([c:107]2[cH:108][cH:109][cH:110][cH:111][cH:112]2)[c:113]2[cH:114][cH:115][cH:116][cH:117][cH:118]2)([c:119]2[cH:120][cH:121][cH:122][cH:123][cH:124]2)[c:125]2[cH:126][cH:127][cH:128][cH:129][cH:130]2)[cH:131][cH:132]1>>[C:1]([CH3:2])([CH3:3])([CH3:4])[O:5][C:6](=[O:7])[N:8]1[CH2:9][CH2:10][CH:11]([c:14]2[n:15][c:16]([CH:27]3[CH2:28][CH2:29]3)[c:17]([Cl:21])[cH:18][c:19]2[NH2:20])[CH2:12][CH2:13]1. Conditions: time 5 minute. The product is FC(C=1C=C(CN(C2=CC=C(C=N2)OCCCC(=O)OCC)CC2=C(C=CC(=C2)C(F)(F)F)C2=C(C=CC(=C2)C(C)C)OC)C=C(C1)C(F)(F)F)(F)F (ethyl 4-{6-[(3,5-bis-trifluoromethyl-benzyl)-(5′-isopropyl-2′-methoxy-4-trifluoromethyl-biphenyl-2-ylmethyl)-amino]-pyridin-3-yloxy}-butyrate). Reported procedure: 6-[(3,5-Bis-trifluoromethyl-benzyl)-(5′-isopropyl-2′-methoxy-4-trifluoromethyl-biphenyl-2-ylmethyl)-amino]-pyridin-3-ol (141 mg) is dissolved in N,N-dimethylformamide (1 ml), and thereto is added 60% sodium hydride (10 mg) under ice-cooling and the mixture is stirred for 5 minutes and thereto is added ethyl 4-bromobutyrate (48 μl), and the mixture is stirred at room temperature for 1 hour. To the reaction solution is added water under ice-cooling, and the mixture is extracted with methylene chlo... RXN SMILES: [F:1][C:2]([F:45])([F:44])[C:3]1[CH:4]=[C:5]([CH:37]=[C:38]([C:40]([F:43])([F:42])[F:41])[CH:39]=1)[CH2:6][N:7]([CH2:15][C:16]1[CH:21]=[C:20]([C:22]([F:25])([F:24])[F:23])[CH:19]=[CH:18][C:17]=1[C:26]1[CH:31]=[C:30]([CH:32]([CH3:34])[CH3:33])[CH:29]=[CH:28][C:27]=1[O:35][CH3:36])[C:8]1[N:13]=[CH:12][C:11]([OH:14])=[CH:10][CH:9]=1.[H-].[Na+].Br[CH2:49][CH2:50][CH2:51][C:52]([O:54][CH2:55][CH3:56])=[O:53].O>CN(C)C=O>[F:42][C:40]([F:43])([F:41])[C:38]1[CH:37]=[C:5]([CH:4]=[C:3]([C:2]([F:1])([F:44])[F:45])[CH:39]=1)[CH2:6][N:7]([CH2:15][C:16]1[CH:21]=[C:20]([C:22]([F:25])([F:24])[F:23])[CH:19]=[CH:18][C:17]=1[C:26]1[CH:31]=[C:30]([CH:32]([CH3:33])[CH3:34])[CH:29]=[CH:28][C:27]=1[O:35][CH3:36])[C:8]1[N:13]=[CH:12][C:11]([O:14][CH2:49][CH2:50][CH2:51][C:52]([O:54][CH2:55][CH3:56])=[O:53])=[CH:10][CH:9]=1 |f:1.2|. Solvent: CN(C=O)C (N,N-dimethylformamide). Starting materials: O (water), FC(C=1C=C(CN(C2=CC=C(C=N2)O)CC2=C(C=CC(=C2)C(F)(F)F)C2=C(C=CC(=C2)C(C)C)OC)C=C(C1)C(F)(F)F)(F)F (6-[(3,5-Bis-trifluoromethyl-benzyl)-(5′-isopropyl-2′-methoxy-4-trifluoromethyl-biphenyl-2-ylmethyl)-amino]-pyridin-3-ol), BrCCCC(=O)OCC (ethyl 4-bromobutyrate), [H-].[Na+] (sodium hydride).